Dataset: the Open Reaction Database (ORD), a public repository of structured organic reaction records. Task: describe an organic reaction: reactants, conditions, products, and yield The reactants are [Li]C(C)(C)C, O=S(=O)(c1ccccc1)N(F)S(=O)(=O)c1ccccc1, [Na+], O=C([O-])O, C1CCOC1, O, N#CCc1ccc2ncccc2c1. The product is N#CC(F)c1ccc2ncccc2c1. RXN SMILES: [C:14]([Li:15])([CH3:16])([CH3:17])[CH3:18].[F:19][N:20]([S:21]([c:22]1[cH:23][cH:24][cH:25][cH:26][cH:27]1)(=[O:28])=[O:29])[S:30]([c:31]1[cH:32][cH:33][cH:34][cH:35][cH:36]1)(=[O:37])=[O:38].[Na+:43].[O-:39][C:40]([OH:41])=[O:42].[O:44]1[CH2:45][CH2:46][CH2:47][CH2:48]1.[OH2:49].[n:1]1[cH:2][cH:3][cH:4][c:5]2[cH:6][c:7]([CH2:11][C:12]#[N:13])[cH:8][cH:9][c:10]12>>[n:1]1[cH:2][cH:3][cH:4][c:5]2[cH:6][c:7]([CH:11]([C:12]#[N:13])[F:19])[cH:8][cH:9][c:10]12. Reactants: [N+](=O)([O-])C1=CC=C(C=C1)C=C(C(=O)OC)C(C)=O (2-[(4-nitrophenyl)methylene]-3-oxobutanoic acid, methyl ester), NC1=C(C=CC=C1)S (2-aminothiophenol). Run in CCOCC (ether), CN(C=O)C (dimethylformamide). The product is CC1=C(C(SC2=C(N1)C=CC=C2)C2=CC=C(C=C2)[N+](=O)[O-])C(=O)OC (2,5-dihydro-4-methyl-2-(4-nitrophenyl)-1,5-benzothiazepine-3-carboxylic acid, methyl ester). As a reaction SMILES: [N+:1]([C:4]1[CH:9]=[CH:8][C:7]([CH:10]=[C:11]([C:16](=O)[CH3:17])[C:12]([O:14][CH3:15])=[O:13])=[CH:6][CH:5]=1)([O-:3])=[O:2].[NH2:19][C:20]1[CH:25]=[CH:24][CH:23]=[CH:22][C:21]=1[SH:26]>CN(C)C=O.CCOCC>[CH3:17][C:16]1[NH:19][C:20]2[CH:25]=[CH:24][CH:23]=[CH:22][C:21]=2[S:26][CH:10]([C:7]2[CH:8]=[CH:9][C:4]([N+:1]([O-:3])=[O:2])=[CH:5][CH:6]=2)[C:11]=1[C:12]([O:14][CH3:15])=[O:13]. Procedure: A solution of 2-[(4-nitrophenyl)methylene]-3-oxobutanoic acid, methyl ester (1.295 g., 5 mmoles) in dimethylformamide (5 ml.) is treated with 2-aminothiophenol (695 mg. of 90%, 5 mmoles). After stirring the reaction at room temperature for one hour, it is heated at 60°-65° for 24 hours. The reaction is allowed to cool down to ambient temperature and diluted with ether. The resulting yellow solution is washed thoroughly with water, 1N sodium hydroxide, and brine. After drying over anhydrous magne... Starting materials: Cl (hydrogen chloride), O1CCOCC1 (dioxane), C(C)(C)(C)OC(=O)N1[C@H](CC[C@H](C1)OCCC(C)C)[C@@H]1[C@@H](N(C(O1)(C)C)C(C)=O)CC1=CC(=CC(=C1)F)F ((2R, 5R)-2-{(4S, 5S)-3-Acetyl-4-[3,5-difluoro-benzyl]-2,2-dimethyl-oxazolidin-5-yl}-5-(3-methyl-butoxy)-piperidine-1-carboxylic acid tert-butyl ester). The product is Cl.FC=1C=C(C[C@@H]([C@@H]([C@@H]2NC[C@@H](CC2)OCCC(C)C)O)NC(C)=O)C=C(C1)F (N-(1S,2R)-{1-(3,5-Difluoro-benzyl)-2-hydroxy-2-[(5R,2R)-5-(3-methyl-butoxy)-piperidin-2-yl]-ethyl}-acetamide hydrochloride). The yield is 92.0%. RXN SMILES: [ClH:1].O1CCOCC1.C(OC([N:15]1[CH2:20][C@H:19]([O:21][CH2:22][CH2:23][CH:24]([CH3:26])[CH3:25])[CH2:18][CH2:17][C@@H:16]1[C@H:27]1[O:31]C(C)(C)[N:29]([C:34](=[O:36])[CH3:35])[C@H:28]1[CH2:37][C:38]1[CH:43]=[C:42]([F:44])[CH:41]=[C:40]([F:45])[CH:39]=1)=O)(C)(C)C>>[ClH:1].[F:44][C:42]1[CH:43]=[C:38]([CH:39]=[C:40]([F:45])[CH:41]=1)[CH2:37][C@H:28]([NH:29][C:34](=[O:36])[CH3:35])[C@H:27]([OH:31])[C@H:16]1[CH2:17][CH2:18][C@@H:19]([O:21][CH2:22][CH2:23][CH:24]([CH3:26])[CH3:25])[CH2:20][NH:15]1 |f:3.4|. Reported procedure: Add 4.0 M hydrogen chloride in dioxane (0.46 mL, 1.86 mmoles) to (2R, 5R)-2-{(4S, 5S)-3-Acetyl-4-[3,5-difluoro-benzyl]-2,2-dimethyl-oxazolidin-5-yl}-5-(3-methyl-butoxy)-piperidine-1-carboxylic acid tert-butyl ester (0.05 g, 0.09 mmol) and stir until all starting material is consumed. Concentrate to afford the title product as a white solid (0.04 g, 92%). The reactants are C(C)(C)(CC(C)(C)C)C=1C=C(CP2(OCCCO2)=O)C=C(C1O)C(C)(C)CC(C)(C)C (1-(3,5-di-tert-octyl-4-hydroxybenzyl)-1-oxo-2,6-dioxa-1-phosphacyclohexane), C(C)(C)(C)C=1C=C(CP(OC2=CC=CC=C2)(OC2=CC=CC=C2)=O)C=C(C1O)C(C)(C)C (diphenyl 3,5-di-tert-butyl-4-hydroxybenzylphosphonate), CC(CO)(CO)C (2,2-dimethyl-1,3-propanediol), C(C)(C)(CC(C)(C)C)C=1C=C(CP(OC2=CC=CC=C2)(OC2=CC=CC=C2)=O)C=C(C1O)C(C)(C)CC(C)(C)C (diphenyl 3,5-di-tert-octyl-4-hydroxybenzylphosphonate). Product: C(C)(C)(C)C=1C=C(CP2(OCC(CO2)(C)C)=O)C=C(C1O)C(C)(C)C (1-(3,5-di-tert.-butyl-4-hydroxybenzyl)-4,4-dimethyl-1-oxo-2,6-dioxa-1-phosphacyclohexane). Reaction SMILES: [C:1]([C:9]1[CH:10]=[C:11]([CH:20]=[C:21]([C:24]([CH2:27]C(C)(C)C)([CH3:26])[CH3:25])[C:22]=1[OH:23])[CH2:12][P:13]1(=[O:19])[O:18]CC[CH2:15][O:14]1)([CH2:4]C(C)(C)C)([CH3:3])[CH3:2].[CH3:32][C:33](C)([CH2:36]O)[CH2:34]O.C(C1C=C(C=C(C(CC(C)(C)C)(C)C)C=1O)CP(=O)(OC1C=CC=CC=1)OC1C=CC=CC=1)(CC(C)(C)C)(C)C.C(C1C=C(C=C(C(C)(C)C)C=1O)CP(=O)(OC1C=CC=CC=1)OC1C=CC=CC=1)(C)(C)C>>[C:1]([C:9]1[CH:10]=[C:11]([CH:20]=[C:21]([C:24]([CH3:27])([CH3:26])[CH3:25])[C:22]=1[OH:23])[CH2:12][P:13]1(=[O:19])[O:18][CH2:32][C:33]([CH3:36])([CH3:34])[CH2:15][O:14]1)([CH3:2])([CH3:3])[CH3:4]. Reported procedure: Similarly, 1-(3,5-di-tert-octyl-4-hydroxybenzyl)-1-oxo-2,6-dioxa-1-phosphacyclohexane is made by substituting 1,3-propanediol for 2,2-dimethyl-1,3-propanediol and diphenyl 3,5-di-tert-octyl-4-hydroxybenzylphosphonate for diphenyl 3,5-di-tert-butyl-4-hydroxybenzylphosphonate in the above example. Starting materials: CN1N=C(C=C1)CN1N=C(C2=C(C=CC=C12)[N+](=O)[O-])C=C (1-((1-methyl-1H-pyrazol-3-yl)methyl)-4-nitro-3-vinyl-1H-indazole). The reagents and catalysts are [OH-].[OH-].[Pd+2] (palladium hydroxide on carbon). The solvent is CCO (EtOH). Reaction conditions: time 3 hour. Product: C(C)C1=NN(C=2C=CC=C(C12)N)CC1=NN(C=C1)C (3-ethyl-1-((1-methyl-1H-pyrazol-3-yl)methyl)-1H-indazol-4-amine). The yield is 71.5%. As a reaction SMILES: [CH3:1][N:2]1[CH:6]=[CH:5][C:4]([CH2:7][N:8]2[C:16]3[C:11](=[C:12]([N+:17]([O-])=O)[CH:13]=[CH:14][CH:15]=3)[C:10]([CH:20]=[CH2:21])=[N:9]2)=[N:3]1>CCO.[OH-].[OH-].[Pd+2]>[CH2:20]([C:10]1[C:11]2[C:12]([NH2:17])=[CH:13][CH:14]=[CH:15][C:16]=2[N:8]([CH2:7][C:4]2[CH:5]=[CH:6][N:2]([CH3:1])[N:3]=2)[N:9]=1)[CH3:21] |f:2.3.4|. Procedure: To 1-((1-methyl-1H-pyrazol-3-yl)methyl)-4-nitro-3-vinyl-1H-indazole (2.36 g, 8.33 mmol) in EtOH (80 mL) was cautiously added palladium hydroxide on carbon (1.5 g, 20% wt). The reaction mixture was purged with nitrogen and hydrogen three times each. The mixture was agitated under H2 (45 psi) for 3 hours. The system was evacuated and purged with nitrogen. The mixture was filtered through Celite® and the filter pad was washed with MeOH/DCM (10:1, 300 mL). The filtrate was concentrated under reduced... Starting materials: BrC1=C2C=CC(=NC2=CC=C1)NCC1=C(C=CC=C1)OC ((5-Bromo-quinolin-2-yl)-(2-methoxy-benzyl)-amine), N1=CC(=CC=C1)CN (3-Picolylamine), sodium tert.-butylate, 1,1′-bis(diphenylphosphin)ferrocen, 1,1′-bis(diphenylphosphin)ferrocen-palladium(II)chloride. Run in O1CCOCC1 (dioxane). Run at temperature 100 celsius, time 2.5 hour. The product is COC1=C(CNC2=NC=3C=CC=C(C3C=C2)NCC=2C=NC=CC2)C=CC=C1 (N2-(2-Methoxy-benzyl)-N5-pyridin-3-ylmethyl-quinoline-2,5-diamine), solid. Isolated yield 85.0%. As a reaction SMILES: Br[C:2]1[CH:11]=[CH:10][CH:9]=[C:8]2[C:3]=1[CH:4]=[CH:5][C:6]([NH:12][CH2:13][C:14]1[CH:19]=[CH:18][CH:17]=[CH:16][C:15]=1[O:20][CH3:21])=[N:7]2.[N:22]1[CH:27]=[CH:26][CH:25]=[C:24]([CH2:28][NH2:29])[CH:23]=1>O1CCOCC1>[CH3:21][O:20][C:15]1[CH:16]=[CH:17][CH:18]=[CH:19][C:14]=1[CH2:13][NH:12][C:6]1[CH:5]=[CH:4][C:3]2[C:2]([NH:29][CH2:28][C:24]3[CH:23]=[N:22][CH:27]=[CH:26][CH:25]=3)=[CH:11][CH:10]=[CH:9][C:8]=2[N:7]=1. Reported procedure: (5-Bromo-quinolin-2-yl)-(2-methoxy-benzyl)-amine (200 mg, 0.583 mmol) was dissolved in 3 mL dioxane. Argon was bubbled through the solution for 2 minutes to remove oxygen. 3-Picolylamine (127 mg, 1.18 mmol), sodium tert.-butylate (144 mg, 1.50 mmol), 1,1′-bis(diphenylphosphin)ferrocen (50 mg, 0.09 mmol) and 1,1′-bis(diphenylphosphin)ferrocen-palladium(II)chloride (24 mg, 0.03 mmol) were added. The reaction mixture was stirred in a sealed tube at 100° C. for 2.5 h. The solvent was evaporated and ... Reactants: ClC1=CC=C(C=C1)C1CCC(CC1)C=1C(C2=CC=CC=C2C(C1Cl)=O)=O (2-[4-(4-chlorophenyl)cyclohexyl]-3-chloro-1,4-naphthoquinone), [OH-].[K+] (potassium hydroxide), Cl (hydrochloric acid). The solvent is O (water), CO (methanol). The product is ClC1=CC=C(C=C1)[C@@H]1CC[C@H](CC1)C=1C(C2=CC=CC=C2C(C1O)=O)=O (2-[trans-4-(4-Chlorophenyl)cyclohexyl]-3-hydroxy-1,4-naphthoquinone). Reaction SMILES: [Cl:1][C:2]1[CH:7]=[CH:6][C:5]([CH:8]2[CH2:13][CH2:12][CH:11]([C:14]3[C:15](=[O:26])[C:16]4[C:21]([C:22](=[O:25])[C:23]=3Cl)=[CH:20][CH:19]=[CH:18][CH:17]=4)[CH2:10][CH2:9]2)=[CH:4][CH:3]=1.[OH-:27].[K+].Cl>CO.O>[Cl:1][C:2]1[CH:3]=[CH:4][C:5]([C@H:8]2[CH2:9][CH2:10][C@H:11]([C:14]3[C:15](=[O:26])[C:16]4[C:21]([C:22](=[O:25])[C:23]=3[OH:27])=[CH:20][CH:19]=[CH:18][CH:17]=4)[CH2:12][CH2:13]2)=[CH:6][CH:7]=1 |f:1.2|. Reported procedure: The product of stage (b) was suspended in 10 ml of boiling methanol and 0.55 g of potassium hydroxide in 5.5 ml of water was added dropwise over 15 mins. The mixture was refluxed until a dark red solution formed. (after ca. 6 hrs) when 2 ml of concentrated hydrochloric acid was cautiously added dropwise. The mixture was cooled and filtered, and the solid residue washed thoroughly with water. The water washings were re-acidified and filtered. The combined solid residues (500 mg) mp 200-200°, were...